From a dataset of the Open Reaction Database (ORD), a public repository of structured organic reaction records. describe an organic reaction: reactants, conditions, products, and yield Starting materials: ( I ), C(C)N(CCS)CC (2-diethylamino-ethanethiol), C(CCC)(=O)N1CCC(CC1)N(C(=O)NC=1SC(=CN1)SC#N)[C@@H]1CC[C@H](CC1)C (1-(1-butyryl-piperidin-4-yl)-1-(trans-4-methyl-cyclohexyl)-3-(5-thiocyanato-thiazol-2-yl)-urea), SC[C@H](O)[C@H](O)CS (dithioerythritol). Yields the product C(CCC)(=O)N1CCC(CC1)N(C(=O)NC=1SC(=CN1)SCCN(CC)CC)[C@@H]1CC[C@H](CC1)C (1-(1-Butyryl-piperidin-4-yl)-3-[5-(2-diethylamino-ethylsulfanyl)-thiazol-2-yl]-1-(trans-4-methyl-cyclohexyl)-urea). Reaction SMILES: [C:1]([N:6]1[CH2:11][CH2:10][CH:9]([N:12]([C@H:24]2[CH2:29][CH2:28][C@H:27]([CH3:30])[CH2:26][CH2:25]2)[C:13]([NH:15][C:16]2[S:17][C:18]([S:21]C#N)=[CH:19][N:20]=2)=[O:14])[CH2:8][CH2:7]1)(=[O:5])[CH2:2][CH2:3][CH3:4].SC[C@@H]([C@@H](CS)O)O.[CH2:39]([N:41]([CH2:45][CH3:46])[CH2:42][CH2:43]S)[CH3:40]>>[C:1]([N:6]1[CH2:11][CH2:10][CH:9]([N:12]([C@H:24]2[CH2:29][CH2:28][C@H:27]([CH3:30])[CH2:26][CH2:25]2)[C:13]([NH:15][C:16]2[S:17][C:18]([S:21][CH2:40][CH2:39][N:41]([CH2:45][CH3:46])[CH2:42][CH3:43])=[CH:19][N:20]=2)=[O:14])[CH2:8][CH2:7]1)(=[O:5])[CH2:2][CH2:3][CH3:4]. Reported procedure: Prepared as described in general procedures (H) and (I) using 1-(1-butyryl-piperidin-4-yl)-1-(trans-4-methyl-cyclohexyl)-3-(5-thiocyanato-thiazol-2-yl)-urea, dithioerythritol and 2-diethylamino-ethanethiol Starting materials: C(C)(C)(C)ON=C1C=C(OC2=CC=C(C=C12)OCCCl)C1=CC=2N(C=N1)C=CC2 (6-(2-chloro-ethoxy)-2-pyrrolo[1,2-c]pyrimidin-3-yl-chromen-4-one O-tert-butyl oxime), COC[C@@H]1NCCC1 ((R)-2-methoxymethylpyrrolidine). Yields the product Cl.COC[C@@H]1N(CCC1)CCOC=1C=C2C(C=C(OC2=CC1)C1=CC=2N(C=N1)C=CC2)=NO (6-[2-((R)-2-methoxymethylpyrrolidin-1-yl)-ethoxy]-2-pyrrolo[1,2-c]pyrimidin-3-yl-chromen-4-one oxime, hydrochloride). Reaction SMILES: C([O:5][N:6]=[C:7]1[C:16]2[C:11](=[CH:12][CH:13]=[C:14]([O:17][CH2:18][CH2:19][Cl:20])[CH:15]=2)[O:10][C:9]([C:21]2[N:26]=[CH:25][N:24]3[CH:27]=[CH:28][CH:29]=[C:23]3[CH:22]=2)=[CH:8]1)(C)(C)C.[CH3:30][O:31][CH2:32][C@H:33]1[CH2:37][CH2:36][CH2:35][NH:34]1>>[ClH:20].[CH3:30][O:31][CH2:32][C@H:33]1[CH2:37][CH2:36][CH2:35][N:34]1[CH2:19][CH2:18][O:17][C:14]1[CH:15]=[C:16]2[C:11](=[CH:12][CH:13]=1)[O:10][C:9]([C:21]1[N:26]=[CH:25][N:24]3[CH:27]=[CH:28][CH:29]=[C:23]3[CH:22]=1)=[CH:8][C:7]2=[N:6][OH:5] |f:2.3|. Procedure: 6-[2-((R)-2-methoxymethylpyrrolidin-1-yl)-ethoxy]-2-pyrrolo[1,2-c]pyrimidin-3-yl-chromen-4-one oxime, hydrochloride was prepared in 33% overall yield using the method described in example 87, starting from 6-(2-chloro-ethoxy)-2-pyrrolo[1,2-c]pyrimidin-3-yl-chromen-4-one O-tert-butyl oxime (example 87B) and 2-((R)-2-methoxymethylpyrrolidine. Reactants: COC(=O)c1ccc(OC)c(C(=O)O)c1, O=C(Cl)C(=O)Cl, ClCCl, Cl, Nc1c(F)cccc1F, CN(C)C=O, c1ccncc1. Yields the product COC(=O)c1ccc(OC)c(C(=O)Nc2c(F)cccc2F)c1. As a reaction SMILES: [CH3:1][O:2][c:3]1[c:4]([C:5](=[O:6])[OH:7])[cH:8][c:9]([C:12](=[O:13])[O:14][CH3:15])[cH:10][cH:11]1.[Cl:21][C:22]([C:23]([Cl:24])=[O:25])=[O:26].[Cl:43][CH2:44][Cl:45].[ClH:42].[F:33][c:34]1[c:35]([NH2:36])[c:37]([F:41])[cH:38][cH:39][cH:40]1.[O:16]=[CH:17][N:18]([CH3:19])[CH3:20].[cH:27]1[cH:28][cH:29][n:30][cH:31][cH:32]1>>[CH3:1][O:2][c:3]1[c:4]([C:5](=[O:7])[NH:36][c:35]2[c:34]([F:33])[cH:40][cH:39][cH:38][c:37]2[F:41])[cH:8][c:9]([C:12](=[O:13])[O:14][CH3:15])[cH:10][cH:11]1. Starting materials: CC1=C(C(=O)O)C=C(C=C1)N1N=CC(NC1=O)=O (2-methyl-5-(3,5-dioxo-4,5-dihydro-3H-[1,2,4]triazin-2-yl)-benzoic acid), ClC1=C(C=CC=C1)CCN (2-(ortho-chlorophenyl)ethylamine). Product: ClC1=C(C=CC=C1)CCNC(C1=C(C=CC(=C1)N1N=CC(NC1=O)=O)C)=O (N-[2-(2-Chloro-phenyl)-ethyl]-5-(3,5-dioxo-4,5-dihydro-3H-[1,2,4]triazin-2-yl)-2-methyl-benzamide). As a reaction SMILES: [CH3:1][C:2]1[CH:10]=[CH:9][C:8]([N:11]2[C:16](=[O:17])[NH:15][C:14](=[O:18])[CH:13]=[N:12]2)=[CH:7][C:3]=1[C:4]([OH:6])=O.[Cl:19][C:20]1[CH:25]=[CH:24][CH:23]=[CH:22][C:21]=1[CH2:26][CH2:27][NH2:28]>>[Cl:19][C:20]1[CH:25]=[CH:24][CH:23]=[CH:22][C:21]=1[CH2:26][CH2:27][NH:28][C:4](=[O:6])[C:3]1[CH:7]=[C:8]([N:11]2[C:16](=[O:17])[NH:15][C:14](=[O:18])[CH:13]=[N:12]2)[CH:9]=[CH:10][C:2]=1[CH3:1]. Reported procedure: The title compound was prepared using the method outlined in Example 48, coupling 2-methyl-5-(3,5-dioxo-4,5-dihydro-3H-[1,2,4]triazin-2-yl)-benzoic acid with 2-(ortho-chlorophenyl)ethylamine. The product was a colorless oil. MS (ES+) 385.2; (ES−) 383.2; LC retention time=2.1 min (using the LC/MS and method outlined for the examples in Table 1). The reactants are O (Water), C([O-])([O-])=O.[Cs+].[Cs+] (Cesium carbonate), ClC=1C(=NC=C(C1)F)F (3-chloro-2,5-difluoropyridine), OC1=CC(=C(C=C1)C1=C(C(N(C(N1C)=O)COCC[Si](C)(C)C)=O)C)C (6-(4-hydroxy-2-methylphenyl)-1,5-dimethyl-3-{[2-(trimethylsilyl)ethoxy]methyl}pyrimidine-2,4(1H,3H)-dione). Run in CS(=O)C (dimethyl sulfoxide). Conditions: temperature 80 celsius, time 6 hour. Yields the product ClC=1C(=NC=C(C1)F)OC1=CC(=C(C=C1)C1=C(C(N(C(N1C)=O)COCC[Si](C)(C)C)=O)C)C (6-{4-[(3-chloro-5-fluoropyridin-2-yl)oxy]-2-methylphenyl}-1,5-dimethyl-3-{[2-(trimethylsilyl) ethoxy]methyl}pyrimidine-2,4(1H,3H)-dione). Reaction SMILES: C(=O)([O-])[O-].[Cs+].[Cs+].[Cl:7][C:8]1[C:9](F)=[N:10][CH:11]=[C:12]([F:14])[CH:13]=1.[OH:16][C:17]1[CH:22]=[CH:21][C:20]([C:23]2[N:28]([CH3:29])[C:27](=[O:30])[N:26]([CH2:31][O:32][CH2:33][CH2:34][Si:35]([CH3:38])([CH3:37])[CH3:36])[C:25](=[O:39])[C:24]=2[CH3:40])=[C:19]([CH3:41])[CH:18]=1.O>CS(C)=O>[Cl:7][C:8]1[C:9]([O:16][C:17]2[CH:22]=[CH:21][C:20]([C:23]3[N:28]([CH3:29])[C:27](=[O:30])[N:26]([CH2:31][O:32][CH2:33][CH2:34][Si:35]([CH3:38])([CH3:37])[CH3:36])[C:25](=[O:39])[C:24]=3[CH3:40])=[C:19]([CH3:41])[CH:18]=2)=[N:10][CH:11]=[C:12]([F:14])[CH:13]=1 |f:0.1.2|. Procedure: Cesium carbonate (476 mg, 1.46 mmol) was added to a mixture of 3-chloro-2,5-difluoropyridine (97%, 150 mg, 0.97 mmol) and C5 (366 mg, 0.972 mmol) in dimethyl sulfoxide (5 mL), and the reaction mixture was stirred at 80° C. for 6 hours. Water was added, and the mixture was extracted three times with ethyl acetate; the combined organic layers were washed with saturated aqueous sodium chloride solution, dried over sodium sulfate, filtered, and concentrated in vacuo. Silica gel chromatography (Gradi... Starting materials: COC(=O)c1coc(N2CC(C(C)(C)C)C2O[SiH](c2ccccc2)c2ccccc2)n1, COC1CNC1, CC(=O)O, CCOC(C)=O, Cc1ccccc1. The product is COC1CN(C(=O)c2coc(N3CC(C(C)(C)C)C3O[SiH](c3ccccc3)c3ccccc3)n2)C1. As a reaction SMILES: [C:1]([CH3:2])([CH3:3])([CH3:4])[CH:5]1[CH:6]([O:18][SiH:19]([c:20]2[cH:21][cH:22][cH:23][cH:24][cH:25]2)[c:26]2[cH:27][cH:28][cH:29][cH:30][cH:31]2)[N:7]([c:9]2[o:10][cH:11][c:12]([C:14](=[O:15])[O:16][CH3:17])[n:13]2)[CH2:8]1.[CH3:32][O:33][CH:34]1[CH2:35][NH:36][CH2:37]1.[CH3:38][C:39](=[O:40])[OH:41].[CH3:42][CH2:43][O:44][C:45](=[O:46])[CH3:47].[CH3:48][c:49]1[cH:50][cH:51][cH:52][cH:53][cH:54]1>>[C:1]([CH3:2])([CH3:3])([CH3:4])[CH:5]1[CH:6]([O:18][SiH:19]([c:20]2[cH:21][cH:22][cH:23][cH:24][cH:25]2)[c:26]2[cH:27][cH:28][cH:29][cH:30][cH:31]2)[N:7]([c:9]2[o:10][cH:11][c:12]([C:14](=[O:15])[N:36]3[CH2:35][CH:34]([O:33][CH3:32])[CH2:37]3)[n:13]2)[CH2:8]1.